From a dataset of the Open Reaction Database (ORD), a public repository of structured organic reaction records. describe an organic reaction: reactants, conditions, products, and yield The reactants are ClC1=C(C(=O)NC2=C(C=CC(=C2)C(C(F)(F)F)(F)F)O)C=CN=C1 (3-chloro-N-[2-hydroxy-5-(pentafluoroethyl)phenyl]isonicotinamide), O1CCCC1 (tetrahydrofuran), C1(=CC=CC=C1)P(C1=CC=CC=C1)C1=CC=CC=C1 (triphenylphosphine), N(=NC(=O)OCC)C(=O)OCC (diethyl azodicarboxylate). The solvent is C1(=CC=CC=C1)C (toluene). Reaction conditions: time 1.8 hour. The product is ClC=1C=NC=CC1C=1OC2=C(N1)C=C(C=C2)C(C(F)(F)F)(F)F (2-(3-chloropyridin-4-yl)-5-(pentafluoroethyl)benzoxazole). Isolated yield 83.3%. As a reaction SMILES: [Cl:1][C:2]1[CH:24]=[N:23][CH:22]=[CH:21][C:3]=1[C:4]([NH:6][C:7]1[CH:12]=[C:11]([C:13]([F:19])([F:18])[C:14]([F:17])([F:16])[F:15])[CH:10]=[CH:9][C:8]=1[OH:20])=O.O1CCCC1.C1(P(C2C=CC=CC=2)C2C=CC=CC=2)C=CC=CC=1.N(C(OCC)=O)=NC(OCC)=O>C1(C)C=CC=CC=1>[Cl:1][C:2]1[CH:24]=[N:23][CH:22]=[CH:21][C:3]=1[C:4]1[O:20][C:8]2[CH:9]=[CH:10][C:11]([C:13]([F:19])([F:18])[C:14]([F:16])([F:17])[F:15])=[CH:12][C:7]=2[N:6]=1. Procedure: To a mixture of 0.24 g of 3-chloro-N-[2-hydroxy-5-(pentafluoroethyl)phenyl]isonicotinamide, 4 ml of tetrahydrofuran and 0.21 g of triphenylphosphine, 0.34 g of 40% toluene solution of diethyl azodicarboxylate was added dropwise at room temperature. The reaction mixture was stirred for 1.8 hours. The reaction mixture was concentrated under reduced pressure. The residue was subjected to silica gel column chromatography to give 0.19 g of 2-(3-chloropyridin-4-yl)-5-(pentafluoroethyl)benzoxazole (her... Starting materials: C(C=C)NC(=S)N (allylthiourea), COCCBr (2-bromoethyl methyl ether). The product is [Br-].C(C=C)[NH+]=C(SCCOC)N (N-allyl-S-(2-methoxyethyl)thiouronium bromide). The yield is 69.0%. As a reaction SMILES: [CH2:1]([NH:4][C:5]([NH2:7])=[S:6])[CH:2]=[CH2:3].[CH3:8][O:9][CH2:10][CH2:11][Br:12]>>[Br-:12].[CH2:1]([NH+:4]=[C:5]([NH2:7])[S:6][CH2:11][CH2:10][O:9][CH3:8])[CH:2]=[CH2:3] |f:2.3|. Procedure: Example 1 was repeated with -allylthiourea and 2-bromoethyl methyl ether, affording the title compound in a yield of 69%. Reactants: CC(=O)O[BH-](OC(C)=O)OC(C)=O, O=C([O-])O, C=O, CC#N, CCOC(C)=O, CO, CC(C)OC(=O)NC1Cc2c(n(CC3NCCC3O)c3ccc(C#N)cc23)C1, Cl, [Na+], [Na+]. The product is CC(C)OC(=O)NC1Cc2c(n(CC3C(O)CCN3C)c3ccc(C#N)cc23)C1. As a reaction SMILES: [C:32]([O:33][BH-:34]([O:35][C:36](=[O:37])[CH3:38])[O:39][C:40](=[O:41])[CH3:42])(=[O:43])[CH3:44].[C:46](=[O:47])([OH:48])[O-:49].[CH2:30]=[O:31].[CH3:51][C:52]#[N:53].[CH3:54][CH2:55][O:56][C:57](=[O:58])[CH3:59].[CH3:60][OH:61].[CH:2]([CH3:3])([CH3:4])[O:5][C:6]([NH:7][CH:8]1[CH2:9][c:10]2[c:11]([n:12]([CH2:21][CH:22]3[NH:23][CH2:24][CH2:25][CH:26]3[OH:27])[c:13]3[cH:14][cH:15][c:16]([C:19]#[N:20])[cH:17][c:18]23)[CH2:28]1)=[O:29].[ClH:1].[Na+:45].[Na+:50]>>[CH:2]([CH3:3])([CH3:4])[O:5][C:6]([NH:7][CH:8]1[CH2:9][c:10]2[c:11]([n:12]([CH2:21][CH:22]3[N:23]([CH3:32])[CH2:24][CH2:25][CH:26]3[OH:27])[c:13]3[cH:14][cH:15][c:16]([C:19]#[N:20])[cH:17][c:18]23)[CH2:28]1)=[O:29]. Product: C1(=CC=CC=C1)P([O-])(=O)C1=CC=CC=C1.[Li+] (Lithium Diphenylphosphinate). Procedure details: To a flask were added 1.0 g diphenylphosphinic acid, 182 mg lithium hydroxide monohydrate, 10 ml of water and 30 ml 2-propanol. The mixture was heated to 70 C under nitrogen until a clear solution was obtained. The mixture was cooled and the solvent was removed under reduced pressure and the product was slurried in a small amount of 2-propanol, filtered and washed with 2-propanol. After drying, a white solid was obtained. The reactants are C1(=CC=CC=C1)P(O)(=O)C1=CC=CC=C1 (diphenylphosphinic acid), O.[OH-].[Li+] (lithium hydroxide monohydrate), O (water). Reaction SMILES: [C:1]1([P:7]([C:10]2[CH:15]=[CH:14][CH:13]=[CH:12][CH:11]=2)(=[O:9])[OH:8])[CH:6]=[CH:5][CH:4]=[CH:3][CH:2]=1.O.[OH-].[Li+:18].O>CC(O)C>[C:1]1([P:7]([C:10]2[CH:15]=[CH:14][CH:13]=[CH:12][CH:11]=2)(=[O:8])[O-:9])[CH:2]=[CH:3][CH:4]=[CH:5][CH:6]=1.[Li+:18] |f:1.2.3,6.7|. The solvent is CC(C)O (2-propanol). As a reaction SMILES: [N-:1]=[N+:2]=[N-:3].[Na+].[Cl-].[Al+3].[Cl-].[Cl-].C(OC([C@@H](N[C:25]([CH2:27][N:28]1[C:33]([C:34]2[CH:39]=[CH:38][CH:37]=[CH:36][CH:35]=2)=[CH:32][N:31]([C:40](=O)[CH3:41])[CH:30]([CH:43]([CH3:45])[CH3:44])[C:29]1=[O:46])=O)CC1C=CC=CC=1)C#N)(=O)C.[OH2:47]>O1CCCC1>[C:40]([N:31]1[CH:32]=[C:33]([C:34]2[CH:35]=[CH:36][CH:37]=[CH:38][CH:39]=2)[N:28]([C@@H:27]([CH2:25][C:34]2[CH:39]=[CH:38][CH:37]=[CH:36][CH:35]=2)[CH:29]([C:30]2[NH:31][N:3]=[N:2][N:1]=2)[OH:46])[C:29](=[O:46])[CH:30]1[CH:43]([CH3:45])[CH3:44])(=[O:47])[CH3:41] |f:0.1,2.3.4.5|. Conditions: temperature 60 celsius, time 3 hour. Product: C(C)(=O)N1C(C(N(C(=C1)C1=CC=CC=C1)[C@H](C(O)C1=NN=NN1)CC1=CC=CC=C1)=O)C(C)C ((1RS,2S)-2-{(3RS)-4-Acetyl-3-isopropyl-2-oxo-6-phenyl-1,2,3,4-tetrahydropyrazin-1-yl}-3-phenyl-1-(1H-1,2,3,4-tetrazol-5-yl)-1-propanol). The reactants are [N-]=[N+]=[N-].[Na+] (Sodium azide), [Cl-].[Al+3].[Cl-].[Cl-] (aluminum chloride), C(C)(=O)OC(C#N)[C@H](CC1=CC=CC=C1)NC(=O)CN1C(C(N(C=C1C1=CC=CC=C1)C(C)=O)C(C)C)=O ((2RS,3S)-2-acetoxy-3-{(3RS)-4-acetyl-3-isopropyl-2-oxo-6-phenyl-1,2,3,4-tetrahydropyrazin-1-yl}methylcarbonylamino-4-phenylbutanenitrile), O (water). Solvent: O1CCCC1 (tetrahydrofuran). Procedure details: Sodium azide (75.3 mg) and aluminum chloride (386 mg) are added to a solution of (2RS,3S)-2-acetoxy-3-{(3RS)-4-acetyl-3-isopropyl-2-oxo-6-phenyl-1,2,3,4-tetrahydropyrazin-1-yl}methylcarbonylamino-4-phenylbutanenitrile (299 mg, Compound No. 18-1) in tetrahydrofuran (3.5 ml), and the mixture is stirred for two hours. The reaction mixture is warmed to 60° C. and stirred for three hours. The reaction mixture is cooled to room temperature, then water is added to the reaction mixture, and the whole is... Starting materials: C([O-])(O)=O.[Na+] (sodium bicarbonate), C1(CC1)CC1(CCC2(OCCO2)CC1)C(C(F)(F)F)NS(=O)C(C)(C)C (2-Methyl-propane-2-sulfinic acid [1-(8-cyclopropylmethyl-1,4-dioxa-spiro[4.5]dec-8-yl)-2,2,2-trifluoro-ethyl]-amide), [BH4-].[Na+] (sodium borohydride). Product: NC(C(F)(F)F)C1(CCC(CC1)O)CC1CC1 (4-(1-Amino-2,2,2-trifluoro-ethyl)-4-cyclopropylmethyl-cyclohexanol). RXN SMILES: [CH:1]1([CH2:4][C:5]2([CH:15]([NH:20]S(C(C)(C)C)=O)[C:16]([F:19])([F:18])[F:17])[CH2:14][CH2:13][C:8]3(OCC[O:9]3)[CH2:7][CH2:6]2)[CH2:3][CH2:2]1.C(=O)(O)[O-].[Na+].[BH4-].[Na+]>C(O)(=O)C.C(O)C>[NH2:20][CH:15]([C:5]1([CH2:4][CH:1]2[CH2:3][CH2:2]2)[CH2:6][CH2:7][CH:8]([OH:9])[CH2:13][CH2:14]1)[C:16]([F:17])([F:18])[F:19] |f:1.2,3.4|. Conditions: time 30 minute. Procedure: A solution of 2-methyl-propane-2-sulfinic acid [1-(8-cyclopropylmethyl-1,4-dioxa-spiro[4.5]dec-8-yl)-2,2,2-trifluoro-ethyl]-amide (20, 1.00 g, 2.52 mmol) in 80% acetic acid (10 mL) was heated in a microwave oven for 10 min at 130° C. Then, the reaction mixture was slowly dropped into cold saturated sodium bicarbonate solution (150 mL), stirred for 30 min at room temperature and extracted three times with dichloromethane. The combined organic layers were dried over magnesium sulphate, filtered, a... Run in C(C)O (ethanol), C(C)(=O)O (acetic acid). The reactants are OCCCO, COC(=O)c1ccc(Cc2c(C)c(OC)c(OC)c(OC)c2OC)cc1OS(=O)(=O)C(F)(F)F, Cc1ccccc1, CCOC(C)=O, [Cl-], [Li+], [Na+], [Na+], O=C([O-])[O-], OB(O)c1cccnc1. Yields the product COC(=O)c1ccc(Cc2c(C)c(OC)c(OC)c(OC)c2OC)cc1-c1cccnc1. Reaction SMILES: [CH2:43]([OH:44])[CH2:45][CH2:46][OH:47].[CH3:1][O:2][c:3]1[c:4]([CH3:34])[c:5]([CH2:6][c:7]2[cH:8][c:9]([O:17][S:18]([C:19]([F:20])([F:21])[F:22])(=[O:23])=[O:24])[c:10]([C:11](=[O:12])[O:13][CH3:14])[cH:15][cH:16]2)[c:25]([O:32][CH3:33])[c:26]([O:30][CH3:31])[c:27]1[O:28][CH3:29].[CH3:57][c:58]1[cH:59][cH:60][cH:61][cH:62][cH:63]1.[CH3:64][CH2:65][O:66][C:67](=[O:68])[CH3:69].[Cl-:42].[Li+:41].[Na+:35].[Na+:36].[O-:37][C:38](=[O:39])[O-:40].[n:48]1[cH:49][c:50]([B:54]([OH:55])[OH:56])[cH:51][cH:52][cH:53]1>>[CH3:1][O:2][c:3]1[c:4]([CH3:34])[c:5]([CH2:6][c:7]2[cH:8][c:9](-[c:50]3[cH:49][n:48][cH:53][cH:52][cH:51]3)[c:10]([C:11](=[O:12])[O:13][CH3:14])[cH:15][cH:16]2)[c:25]([O:32][CH3:33])[c:26]([O:30][CH3:31])[c:27]1[O:28][CH3:29]. Starting materials: C1CCOC1, Cc1ccc(C(=O)NC2CC2)cc1-n1ccnc(Oc2ccccc2)c1=O, Sc1ccccc1. Yields the product Cc1ccc(C(=O)NC2CC2)cc1-n1ccnc(Sc2ccccc2)c1=O. RXN SMILES: [CH2:35]1[O:36][CH2:37][CH2:38][CH2:39]1.[CH:1]1([NH:4][C:5]([c:6]2[cH:7][c:8](-[n:13]3[c:14](=[O:26])[c:15]([O:19][c:20]4[cH:21][cH:22][cH:23][cH:24][cH:25]4)[n:16][cH:17][cH:18]3)[c:9]([CH3:12])[cH:10][cH:11]2)=[O:27])[CH2:2][CH2:3]1.[SH:28][c:29]1[cH:30][cH:31][cH:32][cH:33][cH:34]1>>[CH:1]1([NH:4][C:5]([c:6]2[cH:7][c:8](-[n:13]3[c:14](=[O:26])[c:15]([S:28][c:29]4[cH:30][cH:31][cH:32][cH:33][cH:34]4)[n:16][cH:17][cH:18]3)[c:9]([CH3:12])[cH:10][cH:11]2)=[O:27])[CH2:2][CH2:3]1.